This data is from the Open Reaction Database (ORD), a public repository of structured organic reaction records. The task is: describe an organic reaction: reactants, conditions, products, and yield Starting materials: S1C(=NN=C1)N (1,3,4-thiadiazol-2-amine), CC(C)([O-])C.[K+] (potassium tert-butoxide), Cl (hydrochloric acid), ClC1=CC(=C(OC2=CC(=C(C=C2F)S(=O)(=O)OC2=CC=C(C=C2)Cl)F)C=C1)C1=CC=CC=2N1C=CN2 (4-chlorophenyl 4-(4-chloro-2-(imidazo[1,2-a]pyridin-5-yl)phenoxy)-2,5-difluorobenzenesulfonate). Run in CS(=O)C (dimethylsulfoxide), C(C)(=O)OCC (ethyl acetate), O (water). Conditions: time 10 minute. Product: ClC1=CC(=C(OC2=CC(=C(C=C2F)S(=O)(=O)NC=2SC=NN2)F)C=C1)C1=CC=CC=2N1C=CN2 (4-(4-chloro-2-(imidazo[1,2-a]pyridin-5-yl)phenoxy)-2,5-difluoro-N-(1,3,4-thiadiazol-2-yl)benzenesulfonamide). Isolated yield 42.0%. Reaction SMILES: [S:1]1[CH:5]=[N:4][N:3]=[C:2]1[NH2:6].CC(C)([O-])C.[K+].[Cl:13][C:14]1[CH:39]=[CH:38][C:17]([O:18][C:19]2[C:24]([F:25])=[CH:23][C:22]([S:26](OC3C=CC(Cl)=CC=3)(=[O:28])=[O:27])=[C:21]([F:37])[CH:20]=2)=[C:16]([C:40]2[N:45]3[CH:46]=[CH:47][N:48]=[C:44]3[CH:43]=[CH:42][CH:41]=2)[CH:15]=1.Cl>CS(C)=O.C(OCC)(=O)C.O>[Cl:13][C:14]1[CH:39]=[CH:38][C:17]([O:18][C:19]2[C:24]([F:25])=[CH:23][C:22]([S:26]([NH:6][C:2]3[S:1][CH:5]=[N:4][N:3]=3)(=[O:27])=[O:28])=[C:21]([F:37])[CH:20]=2)=[C:16]([C:40]2[N:45]3[CH:46]=[CH:47][N:48]=[C:44]3[CH:43]=[CH:42][CH:41]=2)[CH:15]=1 |f:1.2|. Procedure: To a stirred solution of 1,3,4-thiadiazol-2-amine (0.083 g, 0.8 mmol) in anhydrous dimethylsulfoxide (1.0 mL) at ambient temperature was added potassium tert-butoxide (0.092 g, 0.8 mmol). The mixture was stirred at ambient temperature for 10 minutes and 4-chlorophenyl 4-(4-chloro-2-(imidazo[1,2-a]pyridin-5-yl)phenoxy)-2,5-difluorobenzenesulfonate (0.15 g, 0.27 mmol) was added. The reaction mixture was stirred for 1 h at ambient temperature and water (6 mL), 1 M hydrochloric acid (0.85 mL) and et...